Task: describe an organic reaction: reactants, conditions, products, and yield. Dataset: the Open Reaction Database (ORD), a public repository of structured organic reaction records Starting materials: NC1=CC(=C(OC2=CC=CC3=C2C(=NO3)N)C=C1)F (4-(4-Amino-2-fluorophenoxy)-1,2-benzisoxazole-3-amine), NC1=NC(=CC(=N1)Cl)Cl (2-amino-4,6-dichloropyrimidine), Cl (hydrochloric acid). Solvent: O (water). Yields the product NC1=NOC2=C1C(=CC=C2)OC2=C(C=C(C=C2)NC2=NC(=NC(=C2)Cl)N)F (N-{4-[(3-Amino-1,2-benzisoxazol-4-yl)oxy]-3-fluorophenyl}-N-(2-amino-6-chloro-4-pyrimidinyl)amine). Reaction SMILES: [NH2:1][C:2]1[CH:18]=[CH:17][C:5]([O:6][C:7]2[C:12]3[C:13]([NH2:16])=[N:14][O:15][C:11]=3[CH:10]=[CH:9][CH:8]=2)=[C:4]([F:19])[CH:3]=1.[NH2:20][C:21]1[N:26]=[C:25](Cl)[CH:24]=[C:23]([Cl:28])[N:22]=1.Cl>O>[NH2:16][C:13]1[C:12]2[C:7]([O:6][C:5]3[CH:17]=[CH:18][C:2]([NH:1][C:25]4[CH:24]=[C:23]([Cl:28])[N:22]=[C:21]([NH2:20])[N:26]=4)=[CH:3][C:4]=3[F:19])=[CH:8][CH:9]=[CH:10][C:11]=2[O:15][N:14]=1. Reported procedure: 100 mg (0.39 mmol) of 4-(4-amino-2-fluorophenoxy)-1,2-benzisoxazole-3-amine (from example VII) and 63.3 mg (0.39 mmol) of 2-amino-4,6-dichloropyrimidine are suspended in 3 ml of water, and 0.04 ml of concentrated hydrochloric acid is added. The reaction mixture is heated at reflux overnight, resulting in the formation of a colorless precipitate. This is filtered off, washed repeatedly with water and dried under high vacuum.